From a dataset of the Open Reaction Database (ORD), a public repository of structured organic reaction records. describe an organic reaction: reactants, conditions, products, and yield Starting materials: Cl (HCl), [Na+].[Cl-] (NaCl), Cl (HCl), C(=O)(OC(C)C)[C@H](O)[C@@H](O)C(=O)OC(C)C ((R,R)-diisopropyl tartrate), CC(C)(C)[O-].[K+] (KOtBu), C\C=C/C (cis-2-butene), [Li]CCCC (n-BuLi), C(C)(C)OB(OC(C)C)OC(C)C (Triisopropylborate), C(\C=C/C)[K] ((Z)-crotylpotassium). Conditions: temperature -78 celsius. As a reaction SMILES: CC([O-])(C)C.[K+].[CH3:7]/[CH:8]=[CH:9]\[CH3:10].[Li]CCCC.C([O:19][B:20](OC(C)C)[O:21]C(C)C)(C)C.C([K])/C=C\C.Cl.[Na+].[Cl-].[C:37]([C@@H:43]([C@H:45]([C:47]([O:49][CH:50]([CH3:52])[CH3:51])=[O:48])[OH:46])[OH:44])([O:39][CH:40]([CH3:42])[CH3:41])=[O:38]>CCOCC.C1COCC1>[CH2:7]([B:20]([OH:21])[OH:19])/[CH:8]=[CH:9]\[CH3:10].[C:47]([C@@H:45]([C@H:43]([C:37]([O:39][CH:40]([CH3:42])[CH3:41])=[O:38])[OH:44])[OH:46])([O:49][CH:50]([CH3:51])[CH3:52])=[O:48] |f:0.1,7.8,12.13|. Procedure: An oven-dried 1 L three-neck round bottom flask equipped with a magnetic stir bar and a −100° C. thermometer was charged with 206 mL of anhydrous THF and KOtBu (28.2 g, 250 mmol). This mixture was flushed with Ar and cooled to −78° C., then cis-2-butene (23 mL, 250 mmol), condensed from a gas lecture bottle into a rubber-stoppered round bottom flask immersed in a −78° C. dry ice-acetone bath, was poured into the reaction mixture. n-BuLi (100 mL, 2.5 M in hexane) was then added dropwise via cannu... The product is C(\C=C/C)B(O)O.C(=O)(OC(C)C)[C@H](O)[C@@H](O)C(=O)OC(C)C ((R,R)-diisopropyl tartrate (Z)-crotylboronate). Solvent: CCOCC (Et2O), C1CCOC1 (THF). Starting materials: N (NH3), COC=1C=C(OC2=CC(=NC=C2)N)C=CC1[N+](=O)[O-] (4-(3-methoxy-4-nitrophenoxy)pyridin-2-amine), COCC(=O)Cl (2-methoxyacetyl chloride), CCN(C(C)C)C(C)C (DIPEA). Solvent: CO (MeOH), C(Cl)Cl (DCM). Run at time 30 minute. Product: COCC(=O)NC1=NC=CC(=C1)OC1=CC(=C(C=C1)[N+](=O)[O-])OC (2-methoxy-N-(4-(3-methoxy-4-nitrophenoxy)pyridin-2-yl)acetamide). Isolated yield 74.7%. Reaction SMILES: [CH3:1][O:2][C:3]1[CH:4]=[C:5]([CH:14]=[CH:15][C:16]=1[N+:17]([O-:19])=[O:18])[O:6][C:7]1[CH:12]=[CH:11][N:10]=[C:9]([NH2:13])[CH:8]=1.CCN(C(C)C)C(C)C.[CH3:29][O:30][CH2:31][C:32](Cl)=[O:33].N>C(Cl)Cl.CO>[CH3:29][O:30][CH2:31][C:32]([NH:13][C:9]1[CH:8]=[C:7]([O:6][C:5]2[CH:14]=[CH:15][C:16]([N+:17]([O-:19])=[O:18])=[C:3]([O:2][CH3:1])[CH:4]=2)[CH:12]=[CH:11][N:10]=1)=[O:33]. Procedure details: To a suspension of 4-(3-methoxy-4-nitrophenoxy)pyridin-2-amine (420 mg, 1.61 mmol) in DCM (4.0 mL) containing DIPEA (562 μL, 3.22 mmol) at 0° C. was added 2-methoxyacetyl chloride (220 μL, 2.41 mmol) in a single portion. The reaction mixture was warmed to RT for 1 hr and then a solution of NH3 in MeOH (7M, 2.0 mL) was added. The resulting mixture was kept at RT for 30 min, was evaporated in vacuo and the residue was partitioned between DCM (5.0 mL) and water (5.0 mL). The organic phase was separ... Reactants: CC#N, COc1nc(C)nc(N)n1, O=C=NS(=O)(=O)c1csc2ccccc12. Product: COc1nc(C)nc(NC(=O)NS(=O)(=O)c2csc3ccccc23)n1. As a reaction SMILES: [CH3:26][C:27]#[N:28].[NH2:1][c:2]1[n:3][c:4]([CH3:10])[n:5][c:6]([O:8][CH3:9])[n:7]1.[s:11]1[cH:12][c:13]([S:20](=[O:21])(=[O:22])[N:23]=[C:24]=[O:25])[c:14]2[c:15]1[cH:16][cH:17][cH:18][cH:19]2>>[NH:1]([c:2]1[n:3][c:4]([CH3:10])[n:5][c:6]([O:8][CH3:9])[n:7]1)[C:24]([NH:23][S:20]([c:13]1[cH:12][s:11][c:15]2[c:14]1[cH:19][cH:18][cH:17][cH:16]2)(=[O:21])=[O:22])=[O:25]. The reactants are FC=1C=C(CCC(=O)O)C=CC1 (3-fluorohydrocinnamic acid), S(=O)(Cl)Cl (thionyl chloride). Yields the product FC=1C=C(CCC(=O)Cl)C=CC1 (3-Fluorohydrocinnamoyl chloride). RXN SMILES: [F:1][C:2]1[CH:3]=[C:4]([CH:10]=[CH:11][CH:12]=1)[CH2:5][CH2:6][C:7](O)=[O:8].S(Cl)([Cl:15])=O>>[F:1][C:2]1[CH:3]=[C:4]([CH:10]=[CH:11][CH:12]=1)[CH2:5][CH2:6][C:7]([Cl:15])=[O:8]. Procedure details: A solution of 3-fluorohydrocinnamic acid (28 g) in thionyl chloride (90 ml) was heated at reflux for 3 hours. 3-Fluorohydrocinnamoyl chloride (27 g) was isolated by distillation (150°-110° C. @ ca 20 mm.Hg). The reactants are C=CCCCN(CC(NC(=O)OC(C)(C)C)C(=O)OC)S(=O)(=O)c1ccccc1[N+](=O)[O-], C1CCOC1, CO, [Li+], [OH-], O. Yields the product C=CCCCN(CC(NC(=O)OC(C)(C)C)C(=O)O)S(=O)(=O)c1ccccc1[N+](=O)[O-]. Reaction SMILES: [C:1]([CH3:2])([CH3:3])([CH3:4])[O:5][C:6](=[O:7])[NH:8][CH:9]([C:10](=[O:11])[O:12][CH3:13])[CH2:14][N:15]([S:16](=[O:17])(=[O:18])[c:19]1[c:20]([N+:25](=[O:26])[O-:27])[cH:21][cH:22][cH:23][cH:24]1)[CH2:28][CH2:29][CH2:30][CH:31]=[CH2:32].[CH2:33]1[O:34][CH2:35][CH2:36][CH2:37]1.[CH3:38][OH:39].[Li+:40].[OH-:41].[OH2:42]>>[C:1]([CH3:2])([CH3:3])([CH3:4])[O:5][C:6](=[O:7])[NH:8][CH:9]([C:10](=[O:11])[OH:12])[CH2:14][N:15]([S:16](=[O:17])(=[O:18])[c:19]1[c:20]([N+:25](=[O:26])[O-:27])[cH:21][cH:22][cH:23][cH:24]1)[CH2:28][CH2:29][CH2:30][CH:31]=[CH2:32]. Starting materials: C1(CCCCC1)N=C=NC1CCCCC1 (Dicyclohexylcarbodiimide), C(C1=CC=CC=C1)OC(=O)N[C@@H](C(C)C)C(=O)O (N-Benzyloxycarbonyl-L-valine), ON1N=NC2=C1C=CC=C2 (1-hydroxybenzotriazole), C(C)(C)(C)OC([C@H]1NCCC1)=O (proline t-butyl ester). Solvent: CN(C=O)C (DMF), C(Cl)(Cl)Cl.C(C)(=O)OCC (chloroform ethyl acetate), ice water, CN(C=O)C (DMF), CN(C=O)C (dimethylformamide). Reaction conditions: time 3 hour. Product: C(C)(C)(C)OC([C@H]1N(CCC1)C([C@@H](NC(=O)OCC1=CC=CC=C1)C(C)C)=O)=O (benzyloxycarbonyl-L-valyl-L-proline t-butyl ester). The yield is 106.8%. As a reaction SMILES: [CH2:1]([O:8][C:9]([NH:11][C@H:12]([C:16]([OH:18])=O)[CH:13]([CH3:15])[CH3:14])=[O:10])[C:2]1[CH:7]=[CH:6][CH:5]=[CH:4][CH:3]=1.ON1C2C=CC=CC=2N=N1.[C:29]([O:33][C:34](=[O:40])[C@@H:35]1[CH2:39][CH2:38][CH2:37][NH:36]1)([CH3:32])([CH3:31])[CH3:30].C1(N=C=NC2CCCCC2)CCCCC1>CN(C)C=O.C(Cl)(Cl)Cl.C(OCC)(=O)C>[C:29]([O:33][C:34](=[O:40])[C@@H:35]1[CH2:39][CH2:38][CH2:37][N:36]1[C:16](=[O:18])[C@H:12]([CH:13]([CH3:14])[CH3:15])[NH:11][C:9]([O:8][CH2:1][C:2]1[CH:3]=[CH:4][CH:5]=[CH:6][CH:7]=1)=[O:10])([CH3:32])([CH3:30])[CH3:31] |f:5.6|. Procedure details: N-Benzyloxycarbonyl-L-valine (121.3 g), 1-hydroxybenzotriazole (130.5 g) and dry dimethylformamide (DMF) (800 ml) were placed in a 5 liter, 3-necked flask equipped with a mechanical stirrer, thermometer, and a calcium sulfate drying tube, under nitrogen atmosphere. The mixture was cooled to 0° for 15 min and proline t-butyl ester (82.6 g) in dry DMF (800 ml) was added at a fast dropwise rate over 2 h while the temperature of the reaction mixture was maintained at 0°. Dicyclohexylcarbodiimide (10...